From a dataset of the Open Reaction Database (ORD), a public repository of structured organic reaction records. describe an organic reaction: reactants, conditions, products, and yield Yields the product CN(C)C(=O)N1CC2CC(C#N)CC2C1. Reaction SMILES: [CH3:1][N:2]([C:3](=[O:4])[N:5]1[CH2:6][CH:7]2[CH:8]([CH2:9]1)[CH2:10][C:11](=[O:13])[CH2:12]2)[CH3:14].[CH3:28][C:29]([CH3:30])([O-:31])[CH3:32].[CH3:34][O:35][CH2:36][CH2:37][O:38][CH3:39].[CH3:40][C:41]([OH:42])([CH3:43])[CH3:44].[K+:33].[OH2:45].[c:15]1([CH3:16])[cH:17][cH:18][c:19]([S:20](=[O:22])(=[O:23])[CH2:24][N+:25]#[C-:21])[cH:26][cH:27]1>>[CH3:1][N:2]([C:3](=[O:4])[N:5]1[CH2:6][CH:7]2[CH:8]([CH2:9]1)[CH2:10][CH:11]([C:24]#[N:25])[CH2:12]2)[CH3:14]. Starting materials: CN(C)C(=O)N1CC2CC(=O)CC2C1, CC(C)(C)[O-], COCCOC, CC(C)(C)O, [K+], O, [C-]#[N+]CS(=O)(=O)c1ccc(C)cc1. Starting materials: CCOCC (ether), FC=1C(=NC(=NC1)OCC1=CC=C(C=C1)F)N (5-fluoro-2-(4-fluorobenzyloxy)pyrimidin-4-ylamine), C(C)[Si](CC)(CC)Cl (triethylsilyl chloride), [H-].[Na+] (NaH). Procedure: To a magnetically stirred mixture of 5-fluoro-2-(4-fluorobenzyloxy)pyrimidin-4-ylamine (0.25 g, 1.05 mmol) in dry THF (5 mL) at 0° C. was added NaH (0.042 g of 60 wt. % suspension in mineral oil, 1.05 mmol). When bubbling ceased, triethylsilyl chloride (0.158 g, 1.05 mmol) was added dropwise (neat) via syringe. After stirring overnight at ambient temperature, the reaction mixture was poured into ether and washed with a mixture of aqueous saturated sodium bicarbonate and brine solution. The organ... RXN SMILES: [F:1][C:2]1[C:3]([NH2:17])=[N:4][C:5]([O:8][CH2:9][C:10]2[CH:15]=[CH:14][C:13]([F:16])=[CH:12][CH:11]=2)=[N:6][CH:7]=1.[H-].[Na+].[CH2:20]([Si:22](Cl)([CH2:25][CH3:26])[CH2:23][CH3:24])[CH3:21].CCOCC>C1COCC1>[F:1][C:2]1[C:3]([NH:17][Si:22]([CH2:25][CH3:26])([CH2:23][CH3:24])[CH2:20][CH3:21])=[N:4][C:5]([O:8][CH2:9][C:10]2[CH:11]=[CH:12][C:13]([F:16])=[CH:14][CH:15]=2)=[N:6][CH:7]=1 |f:1.2|. Reaction conditions: time 8 hour. The solvent is C1CCOC1 (THF). Isolated yield 32.8%. The product is FC=1C(=NC(=NC1)OCC1=CC=C(C=C1)F)N[Si](CC)(CC)CC ([5-fluoro-2-(4-fluorobenzyloxy)pyrimidin-4-yl]-triethylsilanylamine). The reactants are Cc1ccc(S(=O)(=O)Cl)cc1, CN(C)c1ccncc1, ClC(Cl)Cl, N#CC(CC(O)COCc1ccccc1)c1ccccc1, c1ccncc1. Product: Cc1ccc(S(=O)(=O)OC(COCc2ccccc2)CC(C#N)c2ccccc2)cc1. Reaction SMILES: [CH3:28][c:29]1[cH:30][cH:31][c:32]([S:35](=[O:36])(=[O:37])[Cl:38])[cH:33][cH:34]1.[CH3:43][N:44]([c:45]1[cH:46][cH:47][n:48][cH:49][cH:50]1)[CH3:51].[Cl:39][CH:40]([Cl:41])[Cl:42].[OH:1][CH:2]([CH2:3][CH:4]([C:5]#[N:6])[c:7]1[cH:8][cH:9][cH:10][cH:11][cH:12]1)[CH2:13][O:14][CH2:15][c:16]1[cH:17][cH:18][cH:19][cH:20][cH:21]1.[cH:22]1[cH:23][cH:24][n:25][cH:26][cH:27]1>>[O:1]([CH:2]([CH2:3][CH:4]([C:5]#[N:6])[c:7]1[cH:8][cH:9][cH:10][cH:11][cH:12]1)[CH2:13][O:14][CH2:15][c:16]1[cH:17][cH:18][cH:19][cH:20][cH:21]1)[S:35]([c:32]1[cH:31][cH:30][c:29]([CH3:28])[cH:34][cH:33]1)(=[O:36])=[O:37]. Yield: 85.0%. Yields the product C(C)(C)OC(NC1=CC=C(C=C1)C=1NC2=CC(=CC=C2C1Cl)OC)=O ([4-(3-chloro-6-Methoxy-1H-indol-2-yl)-phenyl]-carbamic acid isopropyl ester). RXN SMILES: [CH:1]([O:4][C:5](=[O:24])[NH:6][C:7]1[CH:12]=[CH:11][C:10]([C:13]2[NH:14][C:15]3[C:20]([CH:21]=2)=[CH:19][CH:18]=[C:17]([O:22][CH3:23])[CH:16]=3)=[CH:9][CH:8]=1)([CH3:3])[CH3:2].[Cl:25]N1C(=O)CCC1=O>CN(C=O)C.O>[CH:1]([O:4][C:5](=[O:24])[NH:6][C:7]1[CH:8]=[CH:9][C:10]([C:13]2[NH:14][C:15]3[C:20]([C:21]=2[Cl:25])=[CH:19][CH:18]=[C:17]([O:22][CH3:23])[CH:16]=3)=[CH:11][CH:12]=1)([CH3:3])[CH3:2]. Run in O (H2O), CN(C)C=O (DMF). Starting materials: C(C)(C)OC(NC1=CC=C(C=C1)C=1NC2=CC(=CC=C2C1)OC)=O ([4-(6-Methoxy-1H-indol-2-yl)-phenyl]-carbamic acid isopropyl ester), ClN1C(CCC1=O)=O (N-chlorosuccinimide). Conditions: time 1 hour. Procedure details: To [4-(6-Methoxy-1H-indol-2-yl)-phenyl]-carbamic acid isopropyl ester (11.3 g, 34.9 mmol) in DMF (50 mL) was added a solution of N-chlorosuccinimide (5 g, 37.4 mmol) dropwise over 20 minutes and the mixture stirred at room temperature for 1 h. The reaction mixture was diluted with H2O and extracted with EtOAc. The organic layer was washed with H2O and brine and then dried, concentrated and triturated with ether to provide [4-(3-chloro-6-Methoxy-1H-indol-2-yl)-phenyl]-carbamic acid isopropyl este... Starting materials: N1=C(C=CC2=CC=CC=C12)C1=CC=CC=2C(C3=CC=CC=C3C12)=NO (4-(quinolin-2-yl)-fluoren-9-one oxime), [H][H] (hydrogen). The reagents and catalysts are [Ni] (Raney nickel). Solvent: equimolecular mixture, C(C)O (ethanol), O1CCCC1 (tetrahydrofuran). Run at temperature 60 celsius. Product: N1=C(C=CC2=CC=CC=C12)C1=CC=CC=2C(C3=CC=CC=C3C12)N (4-(quinolin-2-yl)-9H-fluoren-9-(R,S)-yl-amine). RXN SMILES: [H][H].[N:3]1[C:12]2[C:7](=[CH:8][CH:9]=[CH:10][CH:11]=2)[CH:6]=[CH:5][C:4]=1[C:13]1[C:25]2[C:24]3[C:19](=[CH:20][CH:21]=[CH:22][CH:23]=3)[C:18](=[N:26]O)[C:17]=2[CH:16]=[CH:15][CH:14]=1>C(O)C.O1CCCC1.[Ni]>[N:3]1[C:12]2[C:7](=[CH:8][CH:9]=[CH:10][CH:11]=2)[CH:6]=[CH:5][C:4]=1[C:13]1[C:25]2[C:24]3[C:19](=[CH:20][CH:21]=[CH:22][CH:23]=3)[CH:18]([NH2:26])[C:17]=2[CH:16]=[CH:15][CH:14]=1. Procedure: In a 100 mL autoclave, dissolve 0.9 g of equimolecular mixture of the Z and E isomers of 4-(quinolin-2-yl)-fluoren-9-one oxime, obtained in Stage 3, in a mixture of 40 mL of ethanol and 40 mL of tetrahydrofuran, add a spatula tip of Raney nickel, then submit to an initial hydrogen pressure of 1 bar and heat the autoclave at 60° C. for 2 hours. After cooling, filter the catalyst on Celite and concentrate the filtrate at reduced pressure. After purification by flash chromatography on silica gel (2...